This data is from the Open Reaction Database (ORD), a public repository of structured organic reaction records. The task is: describe an organic reaction: reactants, conditions, products, and yield Reactants: CN1CCCC1=O, N#Cc1cnc(Cl)nc1N, O, CC(C)(CO)CNS(=O)(=O)c1ccc(N)cc1. The product is CC(C)(CO)CNS(=O)(=O)c1ccc(Nc2ncc(C#N)c(N)n2)cc1. Reaction SMILES: [CH3:28][N:29]1[CH2:30][CH2:31][CH2:32][C:33]1=[O:34].[NH2:1][c:2]1[n:3][c:4]([Cl:10])[n:5][cH:6][c:7]1[C:8]#[N:9].[OH2:35].[OH:11][CH2:12][C:13]([CH2:14][NH:15][S:16](=[O:17])(=[O:18])[c:19]1[cH:20][cH:21][c:22]([NH2:23])[cH:24][cH:25]1)([CH3:26])[CH3:27]>>[NH2:1][c:2]1[n:3][c:4]([NH:23][c:22]2[cH:21][cH:20][c:19]([S:16]([NH:15][CH2:14][C:13]([CH2:12][OH:11])([CH3:26])[CH3:27])(=[O:17])=[O:18])[cH:25][cH:24]2)[n:5][cH:6][c:7]1[C:8]#[N:9]. Reactants: C1CCOC1, COC(=O)c1ccc2cncn2c1Nc1ccc(I)cc1F, C[Si](C)(C)[N-][Si](C)(C)C, C=COCCON, [Li+]. Product: C=COCCONC(=O)c1ccc2cncn2c1Nc1ccc(I)cc1F. As a reaction SMILES: [CH2:40]1[O:41][CH2:42][CH2:43][CH2:44]1.[CH3:1][O:2][C:3](=[O:4])[c:5]1[cH:6][cH:7][c:8]2[n:9]([c:10]1[NH:11][c:12]1[c:13]([F:19])[cH:14][c:15]([I:18])[cH:16][cH:17]1)[cH:20][n:21][cH:22]2.[CH3:30][Si:31]([N-:32][Si:33]([CH3:34])([CH3:35])[CH3:36])([CH3:37])[CH3:38].[CH:23](=[CH2:24])[O:25][CH2:26][CH2:27][O:28][NH2:29].[Li+:39]>>[C:3](=[O:4])([c:5]1[cH:6][cH:7][c:8]2[n:9]([c:10]1[NH:11][c:12]1[c:13]([F:19])[cH:14][c:15]([I:18])[cH:16][cH:17]1)[cH:20][n:21][cH:22]2)[NH:29][O:28][CH2:27][CH2:26][O:25][CH:23]=[CH2:24]. Reactants: BrC=1C=C(C=C(C1)F)[C@@H](C(C)(C)F)C1CN(C1)[C@H](C=1C=C(C=CC1)C(NO)=N)C1=CC=C(C=C1)Cl (3-[(S)-{3-[(1S)-1-(3-bromo-5-fluoro phenyl)-2-fluoro-2-methylpropyl]azetidin-1-yl}(4-chlorophenyl)methyl]-N-hydroxybenzenecarboximidamide), C(OCC)(OCC)OCC (triethyl orthoformate). Solvent: C=1(C(=CC=CC1)C)C (xylene). Run at temperature 127.5 celsius, time 4 hour. Product: BrC=1C=C(C=C(C1)F)[C@@H](C(C)(C)F)C1CN(C1)[C@H](C=1C=C(C=CC1)C1=NOC=N1)C1=CC=C(C=C1)Cl (3-{3-[(S)-{3-[(1S)-1-(3-bromo-5-fluorophenyl)-2-fluoro-2-methyl propyl]azetidin-1-yl}(4-chlorophenyl)methyl]phenyl}-1,2,4-oxadiazole). Reaction SMILES: [Br:1][C:2]1[CH:3]=[C:4]([C@H:9]([CH:14]2[CH2:17][N:16]([C@@H:18]([C:29]3[CH:34]=[CH:33][C:32]([Cl:35])=[CH:31][CH:30]=3)[C:19]3[CH:20]=[C:21]([C:25](=[NH:28])[NH:26][OH:27])[CH:22]=[CH:23][CH:24]=3)[CH2:15]2)[C:10]([F:13])([CH3:12])[CH3:11])[CH:5]=[C:6]([F:8])[CH:7]=1.[CH:36](OCC)(OCC)OCC>C1(C)C(C)=CC=CC=1>[Br:1][C:2]1[CH:3]=[C:4]([C@H:9]([CH:14]2[CH2:15][N:16]([C@@H:18]([C:29]3[CH:34]=[CH:33][C:32]([Cl:35])=[CH:31][CH:30]=3)[C:19]3[CH:20]=[C:21]([C:25]4[N:28]=[CH:36][O:27][N:26]=4)[CH:22]=[CH:23][CH:24]=3)[CH2:17]2)[C:10]([F:13])([CH3:12])[CH3:11])[CH:5]=[C:6]([F:8])[CH:7]=1. Procedure details: A mixture of 70 mg (0.125 mmol) of 3-[(S)-{3-[(1S)-1-(3-bromo-5-fluoro phenyl)-2-fluoro-2-methylpropyl]azetidin-1-yl}(4-chlorophenyl)methyl]-N-hydroxybenzenecarboximidamide, 1.5 mL of triethyl orthoformate, and 2 mL of xylene was stirred for 4 h at 125-130° C. Then it was concentrated, and the residue was purified by silica gel chromatography with hexanes/acetone to afford the title compound as a white solid; Mass Spectrum: m/e=572 (M+1, 35Cl), 574 (M+1, 37Cl). Starting materials: FC1=C(C(=CC=C1)O)O (3-Fluorobenzene-1,2-diol), C(=S)(Cl)Cl (thiophosgene), [OH-].[Na+] (sodium hydroxide). Run in C(Cl)(Cl)Cl (chloroform). Conditions: temperature 10 celsius, time 2 hour. The product is FC1=CC=CC=2OC(OC21)=S (4-Fluorobenzo[d][1,3]dioxole-2-thione). The yield is 22.6%. RXN SMILES: [F:1][C:2]1[CH:7]=[CH:6][CH:5]=[C:4]([OH:8])[C:3]=1[OH:9].[C:10](Cl)(Cl)=[S:11].[OH-].[Na+]>C(Cl)(Cl)Cl>[F:1][C:2]1[C:3]2[O:9][C:10](=[S:11])[O:8][C:4]=2[CH:5]=[CH:6][CH:7]=1 |f:2.3|. Reported procedure: 3-Fluorobenzene-1,2-diol (5.0 g, 39 mmol) and thiophosgene (3.3 mL, 5.0 g, 42 mmol) were combined in chloroform (50 mL), cooled to 10° C. and treated dropwise over 30 min with sodium hydroxide (10% solution; 36 g, 90 mmol) with vigorous stirring. After stirring for 2 h at ambient temperature, the chloroform was removed under vacuum, and the solid formed was collected by filtration and washed with water. The solid was dissolved in ethyl acetate (100 mL), the solution was washed with water (30 mL)... The reactants are C(C)N (ethylamine), NC(=O)CCC1=C(OC(C(=O)OC(C)(C)C)(C)C)C=CC=C1 (tert-Butyl 2-[2-(2-aminocarbonylethyl)phenoxy]-2-methylpropionate), Cl (hydrochloric acid), resultant mixture, C(C)(=O)OCC (Ethyl acetate). The solvent is O1CCCC1 (tetrahydrofuran), O1CCCC1 (tetrahydrofuran). Run at temperature 50 celsius, time 3 hour. The product is NCCCC1=C(OC(C(=O)OC(C)(C)C)(C)C)C=CC=C1 (tert-Butyl 2-[2-(3-Aminopropyl)phenoxy]-2-methylpropionate). Reaction SMILES: [NH2:1][C:2]([CH2:4][CH2:5][C:6]1[CH:22]=[CH:21][CH:20]=[CH:19][C:7]=1[O:8][C:9]([CH3:18])([CH3:17])[C:10]([O:12][C:13]([CH3:16])([CH3:15])[CH3:14])=[O:11])=O.Cl.C(N)C.C(OCC)(=O)C>O1CCCC1>[NH2:1][CH2:2][CH2:4][CH2:5][C:6]1[CH:22]=[CH:21][CH:20]=[CH:19][C:7]=1[O:8][C:9]([CH3:17])([CH3:18])[C:10]([O:12][C:13]([CH3:16])([CH3:14])[CH3:15])=[O:11]. Reported procedure: tert-Butyl 2-[2-(2-aminocarbonylethyl)phenoxy]-2-methylpropionate (2.7 g, 8.68 mmol) was dissolved in tetrahydrofuran (5 mL). Subsequently, under nitrogen atmosphere, borane-tetrahydrofuran complex in tetrahydrofuran solution [1.0M BH3-THF in THF (26.1 mL, 26.1 mmol)] was added thereto, the mixture was stirred for three hours at 50° C. Thereafter, concentrated hydrochloric acid was gradually added thereto at 0° C. The resultant mixture was stirred for one hour at room temperature and made basic ... Starting materials: CC1=C(C)C(=O)N(c2cccc(-c3ccc(C(N)=O)c4[nH]c5cc(C(C)(C)O)ccc5c34)c2C)C1, CO, O=C[O-], ClCCl, [NH4+]. Product: Cc1c(-c2ccc(C(N)=O)c3[nH]c4cc(C(C)(C)O)ccc4c23)cccc1N1CC(C)C(C)C1=O. Reaction SMILES: [CH3:1][C:2]1=[C:6]([CH3:7])[CH2:5][N:4]([c:8]2[c:9]([CH3:34])[c:10](-[c:14]3[cH:15][cH:16][c:17]([C:31](=[O:32])[NH2:33])[c:18]4[nH:19][c:20]5[cH:21][c:22]([C:27]([CH3:28])([CH3:29])[OH:30])[cH:23][cH:24][c:25]5[c:26]34)[cH:11][cH:12][cH:13]2)[C:3]1=[O:35].[CH3:40][OH:41].[CH:36]([O-:37])=[O:38].[Cl:42][CH2:43][Cl:44].[NH4+:39]>>[CH3:1][CH:2]1[C:3](=[O:35])[N:4]([c:8]2[c:9]([CH3:34])[c:10](-[c:14]3[cH:15][cH:16][c:17]([C:31](=[O:32])[NH2:33])[c:18]4[nH:19][c:20]5[cH:21][c:22]([C:27]([CH3:28])([CH3:29])[OH:30])[cH:23][cH:24][c:25]5[c:26]34)[cH:11][cH:12][cH:13]2)[CH2:5][CH:6]1[CH3:7]. The reactants are C([O-])([O-])=O.[Ba+2] (barium carbonate), ClCC(=O)O (monochloro acetic acid), CCCCC1C(C(CCC(CCCC(CCCC(/C(=C/C(C(CC(CC(CC(CC(CCCC/C(=C/C(C(OC1=O)C(C)C(CCCNC(=N)N)O)C)/C)O)O)O)O)O)O[C@@H]2[C@H]([C@@H]([C@H](O2)CO)O)O)/C)O)O)O)C)O.S(=O)(=O)([O-])[O-] (primycin sulfate). Solvent: CO (methanol), O (water), CO (methanol). Run at time 10 minute. Yields the product CCCCC1C(C(CCC(CCCC(CCCC(/C(=C/C(C(CC(CC(CC(CC(CCCC/C(=C/C(C(OC1=O)C(C)C(CCCNC(=N)N)O)C)/C)O)O)O)O)O)O[C@@H]2[C@H]([C@@H]([C@H](O2)CO)O)O)/C)O)O)O)C)O.ClCC(=O)[O-] (primycin monochloroacetate). Isolated yield 93.3%. As a reaction SMILES: C(=O)([O-])[O-].[Ba+2].[Cl:6][CH2:7][C:8]([OH:10])=[O:9].[CH3:11][CH2:12][CH2:13][CH2:14][CH:15]1[C:50](=[O:51])[O:49][CH:48]([CH:52]([CH:54]([OH:62])[CH2:55][CH2:56][CH2:57][NH:58][C:59]([NH2:61])=[NH:60])[CH3:53])[CH:47]([CH3:63])[CH:46]=[C:45]([CH3:64])[CH2:44][CH2:43][CH2:42][CH2:41][CH:40]([OH:65])[CH2:39][CH:38]([OH:66])[CH2:37][CH:36]([OH:67])[CH2:35][CH:34]([OH:68])[CH2:33][CH:32]([OH:69])[CH:31]([O:70][C@H:71]2[O:75][C@H:74]([CH2:76][OH:77])[C@@H:73]([OH:78])[C@@H:72]2[OH:79])[CH:30]=[C:29]([CH3:80])[CH:28]([OH:81])[CH2:27][CH2:26][CH2:25][CH:24]([OH:82])[CH2:23][CH2:22][CH2:21][CH:20]([OH:83])[CH2:19][CH2:18][CH:17]([CH3:84])[CH:16]1[OH:85].S([O-])([O-])(=O)=O>CO.O>[CH3:11][CH2:12][CH2:13][CH2:14][CH:15]1[C:50](=[O:51])[O:49][CH:48]([CH:52]([CH:54]([OH:62])[CH2:55][CH2:56][CH2:57][NH:58][C:59]([NH2:61])=[NH:60])[CH3:53])[CH:47]([CH3:63])[CH:46]=[C:45]([CH3:64])[CH2:44][CH2:43][CH2:42][CH2:41][CH:40]([OH:65])[CH2:39][CH:38]([OH:66])[CH2:37][CH:36]([OH:67])[CH2:35][CH:34]([OH:68])[CH2:33][CH:32]([OH:69])[CH:31]([O:70][C@H:71]2[O:75][C@H:74]([CH2:76][OH:77])[C@@H:73]([OH:78])[C@@H:72]2[OH:79])[CH:30]=[C:29]([CH3:80])[CH:28]([OH:81])[CH2:27][CH2:26][CH2:25][CH:24]([OH:82])[CH2:23][CH2:22][CH2:21][CH:20]([OH:83])[CH2:19][CH2:18][CH:17]([CH3:84])[CH:16]1[OH:85].[Cl:6][CH2:7][C:8]([O-:10])=[O:9] |f:0.1,3.4,7.8|. Reported procedure: 0.088 g (0.446 millimoles) of barium carbonate and 0.21 g (2.23 millimoles) of monochloro acetic acid are dissolved in 10 ml of a 1:1 mixture of methanol and water under heating. The still hot solution is added to a suspension of 1.0 g (0.887 millimoles) of primycin sulfate and 70 ml of methanol. The reaction mixture is heated to boiling for 10 minutes under constant stirring, the precipitated barium sulfate is filtered through Celite. The filtrate is evaporated in vacuo. The solid residue is tr... Starting materials: BrB(Br)Br, CCn1ncc2c(NCC3CCCCC3)c3cc(OC)ccc3nc21, ClCCCl, [Na+], [OH-], O. Yields the product CCn1ncc2c(NCC3CCCCC3)c3cc(O)ccc3nc21. Reaction SMILES: [B:26]([Br:27])([Br:28])[Br:29].[CH2:1]([CH3:2])[n:3]1[n:4][cH:5][c:6]2[c:7]1[n:8][c:9]1[cH:10][cH:11][c:12]([O:24][CH3:25])[cH:13][c:14]1[c:15]2[NH:16][CH2:17][CH:18]1[CH2:19][CH2:20][CH2:21][CH2:22][CH2:23]1.[Cl:30][CH2:31][CH2:32][Cl:33].[Na+:35].[OH-:34].[OH2:36]>>[CH2:1]([CH3:2])[n:3]1[n:4][cH:5][c:6]2[c:7]1[n:8][c:9]1[cH:10][cH:11][c:12]([OH:24])[cH:13][c:14]1[c:15]2[NH:16][CH2:17][CH:18]1[CH2:19][CH2:20][CH2:21][CH2:22][CH2:23]1.